This data is from the Open Reaction Database (ORD), a public repository of structured organic reaction records. The task is: describe an organic reaction: reactants, conditions, products, and yield Starting materials: C(N)(=O)NCCS (N-carbamyl cysteamine), C=O (formol), solution, N1CCOCC1 (morpholine). The solvent is O (water), O (water). Reaction conditions: temperature 30 celsius. Product: O1CCN(CC1)CNC(=O)NCCS (N-(morpholinomethyl carbamyl) cysteamine). RXN SMILES: [C:1]([NH:4][CH2:5][CH2:6][SH:7])(=[O:3])[NH2:2].[CH2:8]=O.[NH:10]1[CH2:15][CH2:14][O:13][CH2:12][CH2:11]1>O>[O:13]1[CH2:14][CH2:15][N:10]([CH2:8][NH:2][C:1]([NH:4][CH2:5][CH2:6][SH:7])=[O:3])[CH2:11][CH2:12]1. Reported procedure: 1 mol of N-carbamyl cysteamine, 1 mol of formol in an aqueous 30 % solution, 1 mol of morpholine and 10cc of distilled water are mixed while stirring. The reaction is exothermic (52°C). After cooling to about 30°C, 10cc of water is added and the mixture heated to 60°C until the reactants are completely dissolved. The mixture is then evaporated and redissolved by heating it in ethanol. This mixture is then again evaporated until dry and after washing with 50cc of ether and vacuum drying on P2O5, ... Reactants: C(C)(=O)O[C@H](\C=C/C(=O)N[C@@H]1C[C@@H]([C@@H](O[C@@H]1C)C/C=C(/C=C/[C@H]1O[C@@H](C[C@@]2(CO2)C1)CC(=O)OC)\C)C)C (methyl [(3S,5S,7S)-7-{(1E,3E)-5-[(2S,3S,5R,6R)-5-{[(2Z,4S)-4-(acetyloxy)pent-2-enoyl]amino}-3,6-dimethyltetrahydro-2H-pyran-2-yl]-3-methylpenta-1,3-dien-1-yl}-1,6-dioxaspiro[2.5]oct-5-yl]acetate), crude material, C([O-])([O-])=O.[K+].[K+] (potassium carbonate). Run in CO (methanol). Conditions: time 2 hour. Product: O[C@H](\C=C/C(=O)N[C@@H]1C[C@@H]([C@@H](O[C@@H]1C)C/C=C(/C=C/[C@H]1O[C@@H](C[C@@]2(CO2)C1)CC(=O)OC)\C)C)C (methyl [(3S,5S,7S)-7-{(1E,3E)-5-[(2S,3S,5R,6R)-5-{[(2Z,4S)-4-hydroxypent-2-enoyl]amino}-3,6-dimethyltetrahydro-2H-pyran-2-yl]-3-methylpenta-1,3-dien-1-yl}-1,6-dioxaspiro[2.5]oct-5-yl]acetate). As a reaction SMILES: C([O:4][C@@H:5]([CH3:38])/[CH:6]=[CH:7]\[C:8]([NH:10][C@H:11]1[C@@H:16]([CH3:17])[O:15][C@@H:14]([CH2:18]/[CH:19]=[C:20](\[CH3:36])/[CH:21]=[CH:22]/[C@@H:23]2[CH2:30][C@@:27]3([O:29][CH2:28]3)[CH2:26][C@@H:25]([CH2:31][C:32]([O:34][CH3:35])=[O:33])[O:24]2)[C@@H:13]([CH3:37])[CH2:12]1)=[O:9])(=O)C.C(=O)([O-])[O-].[K+].[K+]>CO>[OH:4][C@@H:5]([CH3:38])/[CH:6]=[CH:7]\[C:8]([NH:10][C@H:11]1[C@@H:16]([CH3:17])[O:15][C@@H:14]([CH2:18]/[CH:19]=[C:20](\[CH3:36])/[CH:21]=[CH:22]/[C@@H:23]2[CH2:30][C@@:27]3([O:29][CH2:28]3)[CH2:26][C@@H:25]([CH2:31][C:32]([O:34][CH3:35])=[O:33])[O:24]2)[C@@H:13]([CH3:37])[CH2:12]1)=[O:9] |f:1.2.3|. Reported procedure: Synthesis of methyl [(3S,5S,7S)-7-{(1E,3E)-5-[(2S,3S,5R,6R)-5-{[(2Z,4S)-4-hydroxypent-2-enoyl]amino}-3,6-dimethyltetrahydro-2H-pyran-2-yl]-3-methylpenta-1,3-dien-1-yl}-1,6-dioxaspiro[2.5]oct-5-yl]acetate (#B148). To a solution of the crude material from Step 1 of example A#50 in methanol (3.5 mL) at rt was added potassium carbonate (136 mg, 0.056 mmol, 2.5 eq.), and the reaction was stirred for 2 hours. The reaction was filtered with methanol, diluted with dimethyl sulfoxide (2 mL), and concentr... Starting materials: CC(=O)CC(O)C(O)COS(=O)(=O)c1ccc(C)cc1, [N-]=[N+]=[N-], [Na+], CN(C)C=O. The product is CC(=O)CC(O)C(O)CN=[N+]=[N-]. RXN SMILES: [CH3:1][C:2](=[O:3])[CH2:4][CH:5]([OH:6])[CH:7]([OH:8])[CH2:9][O:10][S:11]([c:12]1[cH:13][cH:14][c:15]([CH3:16])[cH:17][cH:18]1)(=[O:19])=[O:20].[N-:22]=[N+:23]=[N-:24].[Na+:21].[O:25]=[CH:26][N:27]([CH3:28])[CH3:29]>>[CH3:1][C:2](=[O:3])[CH2:4][CH:5]([OH:6])[CH:7]([OH:8])[CH2:9][N:22]=[N+:23]=[N-:24]. Starting materials: O=C(OCC)C=1C=CC=CC1OCC=2C=CC=CC2. Reagents/catalysts: O1B(OC(C)(C)C1(C)C)B2OC(C)(C)C(O2)(C)C, O=C1C=CC=2C=CC=C(C3=CN=C(C=C3)C=4N=CC=CC4)C2N1, [K].OC(C)(C)C, C[OH2+].C[OH2+].C1CC=CCCC=C1.C1CC=CCCC=C1.[Ir].[Ir]. Run in O1CCCC1. Run at temperature 80 celsius, time 12 hour. Product: O=C(OCC)C1=CC=C(C=C1OCC=2C=CC=CC2)B3OC(C)(C)C(O3)(C)C. The yield is 79.0%. Starting materials: [Al+3], CC1(C)CC(=O)OC1=O, [Cl-], [Cl-], [Cl-], Clc1ccccc1, Cl, O. The product is CC(C)(CC(=O)c1ccc(Cl)cc1)C(=O)O. RXN SMILES: [Al+3:2].[CH3:5][C:6]1([CH3:13])[C:7](=[O:8])[O:9][C:10](=[O:12])[CH2:11]1.[Cl-:1].[Cl-:3].[Cl-:4].[Cl:14][c:15]1[cH:16][cH:17][cH:18][cH:19][cH:20]1.[ClH:21].[OH2:22]>>[CH3:5][C:6]([C:7](=[O:8])[OH:9])([CH2:11][C:10](=[O:12])[c:18]1[cH:17][cH:16][c:15]([Cl:14])[cH:20][cH:19]1)[CH3:13].